From a dataset of the Open Reaction Database (ORD), a public repository of structured organic reaction records. describe an organic reaction: reactants, conditions, products, and yield Reactants: CI, Cc1ccccc1, COc1ccc2c(c1)CCCC2=O, [H-], [Na+]. Product: COc1ccc2c(c1)CCC(C)C2=O. Reaction SMILES: [CH3:14][I:15].[CH3:18][c:19]1[cH:20][cH:21][cH:22][cH:23][cH:24]1.[CH3:1][O:2][c:3]1[cH:4][c:5]2[c:10]([cH:11][cH:12]1)[C:9](=[O:13])[CH2:8][CH2:7][CH2:6]2.[H-:16].[Na+:17]>>[CH3:1][O:2][c:3]1[cH:4][c:5]2[c:10]([cH:11][cH:12]1)[C:9](=[O:13])[CH:8]([CH3:14])[CH2:7][CH2:6]2. Starting materials: BrCC(=O)C1=CC(=C(C=C1)Cl)S(N)(=O)=O (2-bromo-4'-chloro-3'-sulfamoylacetophenone), C1(CCCCC1)NC(=S)NC (1-cyclohexyl-3-methylthiourea). Product: Br.ClC1=C(C=C(C=C1)C1(N(C(SC1)=NC1CCCCC1)C)O)S(N)(=O)=O (4-(4-Chloro-3-sulfamoylphenyl)-2-cyclohexylimino-3-methyl-1,3-thiazolidine-4-ol-hydrobromide). Reaction SMILES: [Br:1][CH2:2][C:3]([C:5]1[CH:10]=[CH:9][C:8]([Cl:11])=[C:7]([S:12](=[O:15])(=[O:14])[NH2:13])[CH:6]=1)=[O:4].[CH:16]1([NH:22][C:23]([NH:25][CH3:26])=[S:24])[CH2:21][CH2:20][CH2:19][CH2:18][CH2:17]1>>[BrH:1].[Cl:11][C:8]1[CH:9]=[CH:10][C:5]([C:3]2([OH:4])[CH2:2][S:24][C:23](=[N:22][CH:16]3[CH2:17][CH2:18][CH2:19][CH2:20][CH2:21]3)[N:25]2[CH3:26])=[CH:6][C:7]=1[S:12](=[O:15])(=[O:14])[NH2:13] |f:2.3|. Procedure details: 4.7 g of 2-bromo-4'-chloro-3'-sulfamoylacetophenone were reacted with 2.6 g of 1-cyclohexyl-3-methylthiourea in the manner described in Example 23 and the colorless crystalline end product was filtered off. Melting point: 178° C (decomposition). Starting materials: C(#N)C1(CC1)NC(=O)[C@H]1N(C[C@@H](C1)S(=O)(=O)C1=C(C=C(C=C1)F)C(F)(F)F)C=1N(N=C(C1)C)C1CCC1 ((2S,4R)-1-(2-cyclobutyl-5-methyl-2H-pyrazol-3-yl)-4-(4-fluoro-2-trifluoromethyl-benzenesulfonyl)-pyrrolidine-2-carboxylic acid (1-cyano-cyclopropyl)-amide), Cl.FC1(CNC1)F (3,3-difluoroazetidine hydrochloride). The solvent is C(C)#N (acetonitrile). Yields the product C(#N)C1(CC1)NC(=O)[C@H]1N(C[C@@H](C1)S(=O)(=O)C1=C(C=C(C=C1)N1CC(C1)(F)F)C(F)(F)F)C=1N(N=C(C1)C)C1CCC1 ((2S,4R)-1-(2-Cyclobutyl-5-methyl-2H-pyrazol-3-yl)-4-[4-(3,3-difluoro-azetidin-1-yl)-2-trifluoromethyl-benzenesulfonyl]-pyrrolidine-2-carboxylic acid (1-cyano-cyclopropyl)-amide). As a reaction SMILES: [C:1]([C:3]1([NH:6][C:7]([C@@H:9]2[CH2:13][C@@H:12]([S:14]([C:17]3[CH:22]=[CH:21][C:20](F)=[CH:19][C:18]=3[C:24]([F:27])([F:26])[F:25])(=[O:16])=[O:15])[CH2:11][N:10]2[C:28]2[N:29]([CH:34]3[CH2:37][CH2:36][CH2:35]3)[N:30]=[C:31]([CH3:33])[CH:32]=2)=[O:8])[CH2:5][CH2:4]1)#[N:2].Cl.[F:39][C:40]1([F:44])[CH2:43][NH:42][CH2:41]1>C(#N)C>[C:1]([C:3]1([NH:6][C:7]([C@@H:9]2[CH2:13][C@@H:12]([S:14]([C:17]3[CH:22]=[CH:21][C:20]([N:42]4[CH2:43][C:40]([F:44])([F:39])[CH2:41]4)=[CH:19][C:18]=3[C:24]([F:25])([F:27])[F:26])(=[O:16])=[O:15])[CH2:11][N:10]2[C:28]2[N:29]([CH:34]3[CH2:35][CH2:36][CH2:37]3)[N:30]=[C:31]([CH3:33])[CH:32]=2)=[O:8])[CH2:5][CH2:4]1)#[N:2] |f:1.2|. Reported procedure: In analogy to the procedure described in example 389, (2S,4R)-1-(2-cyclobutyl-5-methyl-2H-pyrazol-3-yl)-4-(4-fluoro-2-trifluoromethyl-benzenesulfonyl)-pyrrolidine-2-carboxylic acid (1-cyano-cyclopropyl)-amide (example 388 g) was reacted with 3,3-difluoroazetidine hydrochloride (CAS Reg. No. 288315-03-7) in acetonitrile at 90° C. for 48 h to give the title compound as colorless oil. MS (ESI): m/z=613.1 [M+H]+.